This data is from the Open Reaction Database (ORD), a public repository of structured organic reaction records. The task is: describe an organic reaction: reactants, conditions, products, and yield RXN SMILES: [Br:13][CH2:14][c:15]1[cH:16][cH:17][cH:18][cH:19][cH:20]1.[CH3:22][N:23]([CH3:24])[CH:25]=[O:26].[CH3:27][CH2:28][O:29][CH2:30][CH3:31].[F:3][c:4]1[c:5]([OH:12])[c:6]([CH:7]=[O:8])[cH:9][cH:10][cH:11]1.[H-:1].[Na+:2].[OH2:21]>>[F:3][c:4]1[c:5]([O:12][CH2:14][c:15]2[cH:16][cH:17][cH:18][cH:19][cH:20]2)[c:6]([CH:7]=[O:8])[cH:9][cH:10][cH:11]1. The product is O=Cc1cccc(F)c1OCc1ccccc1. The reactants are BrCc1ccccc1, CN(C)C=O, CCOCC, O=Cc1cccc(F)c1O, [H-], [Na+], O.